This data is from the Open Reaction Database (ORD), a public repository of structured organic reaction records. The task is: describe an organic reaction: reactants, conditions, products, and yield Reactants: B, C1CCOC1, O=C(O)c1ccc(Cl)cc1O. Product: OCc1ccc(Cl)cc1O. As a reaction SMILES: [BH3:12].[CH2:13]1[O:14][CH2:15][CH2:16][CH2:17]1.[Cl:1][c:2]1[cH:3][c:4]([OH:11])[c:5]([C:6](=[O:7])[OH:8])[cH:9][cH:10]1>>[Cl:1][c:2]1[cH:3][c:4]([OH:11])[c:5]([CH2:6][OH:7])[cH:9][cH:10]1. Yields the product COC(=O)Cc1cc(C(C)C)c(O)c(C(C)C)c1. Reaction SMILES: [B:20]([Br:21])([Br:22])[Br:23].[CH:1]([CH3:2])([CH3:3])[c:4]1[cH:5][c:6]([CH2:15][C:16](=[O:17])[O:18][CH3:19])[cH:7][c:8]([CH:12]([CH3:13])[CH3:14])[c:9]1[O:10][CH3:11].[Cl:24][CH2:25][Cl:26]>>[CH:1]([CH3:2])([CH3:3])[c:4]1[cH:5][c:6]([CH2:15][C:16](=[O:17])[O:18][CH3:19])[cH:7][c:8]([CH:12]([CH3:13])[CH3:14])[c:9]1[OH:10]. The reactants are BrB(Br)Br, COC(=O)Cc1cc(C(C)C)c(OC)c(C(C)C)c1, ClCCl. The reactants are CC(C)(C)OC(=O)NCc1ccc(C(=O)O)cc1, CCN=C=NCCCN(C)C, CN(C)c1ccncc1, CO, Cl. Yields the product COC(=O)c1ccc(CNC(=O)OC(C)(C)C)cc1. RXN SMILES: [C:1]([CH3:2])([CH3:3])([CH3:4])[O:5][C:6](=[O:7])[NH:8][CH2:9][c:10]1[cH:11][cH:12][c:13]([C:14](=[O:15])[OH:16])[cH:17][cH:18]1.[CH2:20]([N:21]=[C:22]=[N:23][CH2:24][CH2:25][CH2:26][N:27]([CH3:28])[CH3:29])[CH3:30].[CH3:31][N:32]([CH3:33])[c:34]1[cH:35][cH:36][n:37][cH:38][cH:39]1.[CH3:40][OH:41].[ClH:19]>>[C:1]([CH3:2])([CH3:3])([CH3:4])[O:5][C:6](=[O:7])[NH:8][CH2:9][c:10]1[cH:11][cH:12][c:13]([C:14](=[O:15])[O:16][CH3:20])[cH:17][cH:18]1. Starting materials: O1C(CCCC1)C1(O)[C@H](OCC2=CC=CC=C2)[C@@H](OCC2=CC=CC=C2)[C@H](OCC2=CC=CC=C2)[C@H](S1)COCC1=CC=CC=C1 (tetrahydro-2H-pyran-2-yl 2,3,4,6-tetra-O-benzyl-5-thio-D-glucopyranose), C1(=CC=C(C=C1)S(=O)(=O)[O-])C.[NH+]1=CC=CC=C1 (pyridinium p-toluenesulfonate). The solvent is C(C)O (ethanol). Conditions: temperature 80 celsius, time 2 hour. The product is C(C1=CC=CC=C1)O[C@H]1C(O)S[C@@H]([C@H]([C@@H]1OCC1=CC=CC=C1)OCC1=CC=CC=C1)COCC1=CC=CC=C1 (2,3,4,6-tetra-O-benzyl-5-thio-D-glucopyranose). The yield is 100.8%. Reaction SMILES: O1CCCCC1[C:7]1([S:37][C@H:36]([CH2:38][O:39][CH2:40][C:41]2[CH:46]=[CH:45][CH:44]=[CH:43][CH:42]=2)[C@@H:27]([O:28][CH2:29][C:30]2[CH:35]=[CH:34][CH:33]=[CH:32][CH:31]=2)[C@H:18]([O:19][CH2:20][C:21]2[CH:26]=[CH:25][CH:24]=[CH:23][CH:22]=2)[C@H:9]1[O:10][CH2:11][C:12]1[CH:17]=[CH:16][CH:15]=[CH:14][CH:13]=1)[OH:8].C1(C)C=CC(S([O-])(=O)=O)=CC=1.[NH+]1C=CC=CC=1>C(O)C>[CH2:11]([O:10][C@@H:9]1[C@@H:18]([O:19][CH2:20][C:21]2[CH:26]=[CH:25][CH:24]=[CH:23][CH:22]=2)[C@H:27]([O:28][CH2:29][C:30]2[CH:31]=[CH:32][CH:33]=[CH:34][CH:35]=2)[C@@H:36]([CH2:38][O:39][CH2:40][C:41]2[CH:42]=[CH:43][CH:44]=[CH:45][CH:46]=2)[S:37][CH:7]1[OH:8])[C:12]1[CH:13]=[CH:14][CH:15]=[CH:16][CH:17]=1 |f:1.2|. Procedure details: A mixture of tetrahydro-2H-pyran-2-yl 2,3,4,6-tetra-O-benzyl-5-thio-D-glucopyranose (3.30 g, 5.15 mmol), pyridinium p-toluenesulfonate (518 mg, 2.06 mmol) and ethanol (58 mL) was stirred at 80° C. for two hours. The reaction mixture was cooled to room temperature and the solvent was concentrated. The obtained residue was dissolved in ethyl acetate. After this solution was washed with a saturated sodium bicarbonate aqueous solution and brine, it was dried with anhydrous magnesium sulfate. After t... Starting materials: C(C)C1=CC=C(C=C1)C=1SC(=C(C1CO)C(F)(F)F)C ([2-(4-ethylphenyl)-5-methyl-4-(trifluoromethyl)thiophen-3-yl]methanol), OC1=C(C(=C(C=C1)CCC(=O)OCC)C)C (ethyl 3-(4-hydroxy-2,3-dimethylphenyl)propanoate), C(C)C1=CC=C(C=C1)C=1SC(=C(C1COC1=C(C=C(C=C1F)CCC(=O)OCC)F)C(F)(F)F)C (ethyl 3-(4-((2-(4-ethyl phenyl)-5-methyl-4-(trifluoromethyl)thiophen-3-yl)methoxy)-3,5-difluorophenyl)propanoate). Yields the product C(C)C1=CC=C(C=C1)C=1SC(=C(C1COC1=C(C(=C(C=C1)CCC(=O)O)C)C)C(F)(F)F)C (3-(4-[[2-(4-ethylphenyl)-5-methyl-4-(trifluoromethyl)thiophen-3-yl]methoxy]-2,3-dimethylphenyl)propanoic acid). RXN SMILES: [CH2:1]([C:3]1[CH:8]=[CH:7][C:6]([C:9]2[S:10][C:11]([CH3:20])=[C:12]([C:16]([F:19])([F:18])[F:17])[C:13]=2[CH2:14][OH:15])=[CH:5][CH:4]=1)[CH3:2].O[C:22]1[CH:27]=[CH:26][C:25]([CH2:28][CH2:29][C:30]([O:32]CC)=[O:31])=[C:24]([CH3:35])[C:23]=1[CH3:36].C(C1C=CC(C2SC(C)=C(C(F)(F)F)C=2COC2C(F)=CC(CCC(OCC)=O)=CC=2F)=CC=1)C>>[CH2:1]([C:3]1[CH:4]=[CH:5][C:6]([C:9]2[S:10][C:11]([CH3:20])=[C:12]([C:16]([F:19])([F:17])[F:18])[C:13]=2[CH2:14][O:15][C:22]2[CH:27]=[CH:26][C:25]([CH2:28][CH2:29][C:30]([OH:32])=[O:31])=[C:24]([CH3:35])[C:23]=2[CH3:36])=[CH:7][CH:8]=1)[CH3:2]. Procedure details: The title compound was prepared according to the procedure described in Example 220 by coupling of [2-(4-ethylphenyl)-5-methyl-4-(trifluoromethyl)thiophen-3-yl]methanol and ethyl 3-(4-hydroxy-2,3-dimethylphenyl)propanoate followed by hydrolysis of ethyl 3-(4-((2-(4-ethyl phenyl)-5-methyl-4-(trifluoromethyl)thiophen-3-yl)methoxy)-3,5-difluorophenyl)propanoate to afford the desired product as an off-white solid.